From a dataset of the Open Reaction Database (ORD), a public repository of structured organic reaction records. describe an organic reaction: reactants, conditions, products, and yield The reactants are ClC1=NC=C(C(=O)NCC2=CN(C3=CC(=CC=C3C2=O)Cl)C2=CC=CC=C2)C=C1 (6-chloro-N-((7-chloro-4-oxo-1-phenyl-1,4-dihydroquinolin-3-yl)methyl)nicotinamide), CN1CCNCCC1 (N-methylhomopiperazine). The product is ClC1=CC=C2C(C(=CN(C2=C1)C1=CC=CC=C1)CNC(C1=CN=C(C=C1)N1CCN(CCC1)C)=O)=O (N-(7-Chloro-4-oxo-1-phenyl-1,4-dihydro-quinolin-3-ylmethyl)-6-(4-methyl-[1,4]-diazepan-1-yl)-nicotinamide). RXN SMILES: Cl[C:2]1[CH:29]=[CH:28][C:5]([C:6]([NH:8][CH2:9][C:10]2[C:19](=[O:20])[C:18]3[C:13](=[CH:14][C:15]([Cl:21])=[CH:16][CH:17]=3)[N:12]([C:22]3[CH:27]=[CH:26][CH:25]=[CH:24][CH:23]=3)[CH:11]=2)=[O:7])=[CH:4][N:3]=1.[CH3:30][N:31]1[CH2:37][CH2:36][CH2:35][NH:34][CH2:33][CH2:32]1>>[Cl:21][C:15]1[CH:14]=[C:13]2[C:18]([C:19](=[O:20])[C:10]([CH2:9][NH:8][C:6](=[O:7])[C:5]3[CH:28]=[CH:29][C:2]([N:34]4[CH2:35][CH2:36][CH2:37][N:31]([CH3:30])[CH2:32][CH2:33]4)=[N:3][CH:4]=3)=[CH:11][N:12]2[C:22]2[CH:27]=[CH:26][CH:25]=[CH:24][CH:23]=2)=[CH:17][CH:16]=1. Reported procedure: N-(7-Chloro-4-oxo-1-phenyl-1,4-dihydro-quinolin-3-ylmethyl)-6-(4-methyl-[1,4]-diazepan-1-yl)-nicotinamide was prepared starting from intermediate E and N-methylhomopiperazine. MS calcd. for C28H28ClN5O2 [(M+H)+] 502.2, obsd. 502.0. The product is FC(C1=C2C(C=C(NC2=CC=C1)C(=O)O)=O)(F)F (5-trifluoromethyl-4-oxo-1,4-dihydroquinoline-2-carboxylic acid). Reported procedure: Using the method described in Example 15 with 3-aminobenzotrifluoride (40 g) and dimethylacetylene dicarboxylate (35 g) gave 5-trifluoromethyl-4-oxo-1,4-dihydroquinoline-2-carboxylic acid (0.04 g) m.p. 265°-267° C. (dec), δ (360 MHz, DMSO-d6) 6.65 and (1H, s, 3-H), 7.78 (2H, m, 7-H, 8-H), 8.26 (1H, d, 6-H) and 12.08 (1H, N-H). Starting materials: NC=1C=C(C=CC1)C(F)(F)F (3-aminobenzotrifluoride), COC(=O)C#CC(=O)OC (dimethylacetylene dicarboxylate). RXN SMILES: [NH2:1][C:2]1[CH:3]=[C:4]([C:8]([F:11])([F:10])[F:9])[CH:5]=[CH:6][CH:7]=1.C[O:13][C:14]([C:16]#[C:17][C:18](OC)=[O:19])=[O:15]>>[F:11][C:8]([F:9])([F:10])[C:4]1[CH:5]=[CH:6][CH:7]=[C:2]2[C:3]=1[C:18](=[O:19])[CH:17]=[C:16]([C:14]([OH:15])=[O:13])[NH:1]2. Isolated yield 0.1%. The reactants are Clc1ccc(CBr)c(CBr)c1, [H-], [Na+], CN(C)C=O, Cc1ccc(S(N)(=O)=O)cc1. The product is Cc1ccc(S(=O)(=O)N2Cc3ccc(Cl)cc3C2)cc1. RXN SMILES: [Br:14][CH2:15][c:16]1[c:17]([CH2:23][Br:24])[cH:18][c:19]([Cl:22])[cH:20][cH:21]1.[H-:1].[Na+:2].[O:25]=[CH:26][N:27]([CH3:28])[CH3:29].[c:3]1([CH3:13])[cH:4][cH:5][c:6]([S:9](=[O:10])(=[O:11])[NH2:12])[cH:7][cH:8]1>>[c:3]1([CH3:13])[cH:4][cH:5][c:6]([S:9](=[O:10])(=[O:11])[N:12]2[CH2:15][c:16]3[c:17]([cH:18][c:19]([Cl:22])[cH:20][cH:21]3)[CH2:23]2)[cH:7][cH:8]1.